From a dataset of the Open Reaction Database (ORD), a public repository of structured organic reaction records. describe an organic reaction: reactants, conditions, products, and yield Product: ClC(=O)C=1C=C2C(C3=C(CCN2C1)C=CC=C3)=O (2-chlorocarbonyl-6,11-dihydro-5H-pyrrolo[2,1-b][3]benzazepin-11-one). As a reaction SMILES: [O:1]=[C:2]1[C:8]2[CH:9]=[CH:10][CH:11]=[CH:12][C:7]=2[CH2:6][CH2:5][N:4]2[CH:13]=[C:14]([C:16]([OH:18])=O)[CH:15]=[C:3]12.S(Cl)([Cl:21])=O>>[Cl:21][C:16]([C:14]1[CH:15]=[C:3]2[N:4]([CH:13]=1)[CH2:5][CH2:6][C:7]1[CH:12]=[CH:11][CH:10]=[CH:9][C:8]=1[C:2]2=[O:1])=[O:18]. Yield: 89.0%. Procedure: 6,11-Dihydro-11-oxo-pyrrolo[2,1-b][3]benzazepine-2-carboxylic acid (24 g., 99 mmoles) in 100 ml. of thionyl chloride was refluxed for 15 minutes. The volatiles were removed under vacuum and the residue was triturated in ether. Filtration and air-drying yielded 2-chlorocarbonyl-6,11-dihydro-5H-pyrrolo[2,1-b][3]benzazepin-11-one (23 g., 89%), m.p. 147°-148.5. The reactants are O=C1C=2N(CCC3=C1C=CC=C3)C=C(C2)C(=O)O (6,11-Dihydro-11-oxo-pyrrolo[2,1-b][3]benzazepine-2-carboxylic acid), S(=O)(Cl)Cl (thionyl chloride). Starting materials: OC1=C(C2=C(CCN(CC2)C(=O)OC(C)(C)C)C=C1[N+](=O)[O-])C (t-butyl 7-hydroxy-6-methyl-8-nitro-1,2,4,5-tetrahydro-3H-3-benzazepine-3-carboxylate), BrCC(=O)OC (methyl bromoacetate), C([O-])([O-])=O.[K+].[K+] (potassium carbonate), O (water). Run in CN(C)C=O (DMF). Reaction conditions: temperature 55 celsius, time 13 hour. Product: COC(COC1=C(C2=C(CCN(CC2)C(=O)OC(C)(C)C)C=C1[N+](=O)[O-])C)=O (t-butyl 7-(2-methoxy-2-oxoethoxy)-6-methyl-8-nitro-1,2,4,5-tetrahydro-3H-3-benzazepine-3-carboxylate). Reaction SMILES: [OH:1][C:2]1[C:19]([N+:20]([O-:22])=[O:21])=[CH:18][C:5]2[CH2:6][CH2:7][N:8]([C:11]([O:13][C:14]([CH3:17])([CH3:16])[CH3:15])=[O:12])[CH2:9][CH2:10][C:4]=2[C:3]=1[CH3:23].Br[CH2:25][C:26]([O:28][CH3:29])=[O:27].C(=O)([O-])[O-].[K+].[K+].O>CN(C=O)C>[CH3:29][O:28][C:26](=[O:27])[CH2:25][O:1][C:2]1[C:19]([N+:20]([O-:22])=[O:21])=[CH:18][C:5]2[CH2:6][CH2:7][N:8]([C:11]([O:13][C:14]([CH3:16])([CH3:17])[CH3:15])=[O:12])[CH2:9][CH2:10][C:4]=2[C:3]=1[CH3:23] |f:2.3.4|. Reported procedure: To a solution of 828 mg of t-butyl 7-hydroxy-6-methyl-8-nitro-1,2,4,5-tetrahydro-3H-3-benzazepine-3-carboxylate in 25 ml of DMF were added 0.268 ml of methyl bromoacetate and 390 mg of potassium carbonate, followed by stirring at 55° C. for 13 hours. The reaction mixture was allowed to cool, and water added, followed by extraction with EtOAc twice. The combined organic layer was washed with saturated brine, the organic layer was dried over anhydrous sodium sulfate and then filtered, and the solv... RXN SMILES: [F:1][C:2]1[CH:23]=[CH:22][C:5]2[NH:6][C:7]([CH:9]3[CH2:14][CH2:13][N:12](C(OC(C)(C)C)=O)[CH2:11][CH2:10]3)=[N:8][C:4]=2[CH:3]=1.Cl>C(Cl)Cl.O1CCOCC1>[F:1][C:2]1[CH:23]=[CH:22][C:5]2[NH:6][C:7]([CH:9]3[CH2:10][CH2:11][NH:12][CH2:13][CH2:14]3)=[N:8][C:4]=2[CH:3]=1. Conditions: time 18 hour. Procedure details: To a stirred solution of tert-butyl 4-(5-fluoro-1H-benzimidazol-2-yl)piperidine-1-carboxylate (0.81 g, 2.53 mmol) in DCM (8 mL) is added a solution of 4M HCl in dioxane (2 mL). The reaction mixture is stirred at room temperature for 18 h. The reaction mixture is concentrated under reduced pressure to give 0.74 g of 5-fluoro-2-(piperidin-4-yl)-1H-benzimidazole. This product is used in the next step without further purification. Yields the product FC1=CC2=C(NC(=N2)C2CCNCC2)C=C1 (5-fluoro-2-(piperidin-4-yl)-1H-benzimidazole). Reactants: FC1=CC2=C(NC(=N2)C2CCN(CC2)C(=O)OC(C)(C)C)C=C1 (tert-butyl 4-(5-fluoro-1H-benzimidazol-2-yl)piperidine-1-carboxylate), Cl (HCl). Yield: 133.4%. Solvent: C(Cl)Cl (DCM), O1CCOCC1 (dioxane). The reactants are C(#N)C1CC2=CC=C(C=C2C1)NC1=C(C=NC=C1)[N+](=O)[O-] (2-Cyano-5-(3-nitropyrid-4-ylamino)indane), 1.1. Reagents/catalysts: [Pd] (palladium on charcoal). The solvent is CO.ClCCl (methanol dichloromethane). The product is NC=1C=NC=CC1NC=1C=C2CC(CC2=CC1)C#N (5-(3-aminopyrid-4-ylamino)-2-cyanoindane). Yield: 110.3%. Reaction SMILES: [C:1]([CH:3]1[CH2:11][C:10]2[C:5](=[CH:6][CH:7]=[C:8]([NH:12][C:13]3[CH:18]=[CH:17][N:16]=[CH:15][C:14]=3[N+:19]([O-])=O)[CH:9]=2)[CH2:4]1)#[N:2]>CO.ClCCl.[Pd]>[NH2:19][C:14]1[CH:15]=[N:16][CH:17]=[CH:18][C:13]=1[NH:12][C:8]1[CH:9]=[C:10]2[C:5](=[CH:6][CH:7]=1)[CH2:4][CH:3]([C:1]#[N:2])[CH2:11]2 |f:1.2|. Procedure details: b 2-Cyano-5-(3-nitropyrid-4-ylamino)indane (12.46 gm, 44.5 mmol) was suspended in methanol/dichloromethane=1.1 (750 ml) and hydrogenated at 20° C. and 30 p.s.i. over 10% palladium on charcoal (1.25 g) for 2 hours. The catalyst was filtered off and the filtrate was concentrated under reduced pressure to give 5-(3-aminopyrid-4-ylamino)-2-cyanoindane (12.28 g, ca quantitative) as a yellow solid, m.p. 98°-100° C. Starting materials: CC(O)(C(=O)NCC(F)(F)C(F)(F)F)C(=O)NC1CN(CCOCc2ccccc2)c2ccccc2NC1=O, CO, [H][H]. Yields the product CC(O)(C(=O)NCC(F)(F)C(F)(F)F)C(=O)NC1CN(CCO)c2ccccc2NC1=O. Reaction SMILES: [CH2:1]([c:2]1[cH:3][cH:4][cH:5][cH:6][cH:7]1)[O:8][CH2:9][CH2:10][N:11]1[c:12]2[c:13]([cH:36][cH:37][cH:38][cH:39]2)[NH:14][C:15](=[O:35])[CH:16]([NH:18][C:19]([C:20]([C:21](=[O:22])[NH:23][CH2:24][C:25]([C:26]([F:27])([F:28])[F:29])([F:30])[F:31])([CH3:32])[OH:33])=[O:34])[CH2:17]1.[CH3:42][OH:43].[H:40][H:41]>>[OH:8][CH2:9][CH2:10][N:11]1[c:12]2[c:13]([cH:36][cH:37][cH:38][cH:39]2)[NH:14][C:15](=[O:35])[CH:16]([NH:18][C:19]([C:20]([C:21](=[O:22])[NH:23][CH2:24][C:25]([C:26]([F:27])([F:28])[F:29])([F:30])[F:31])([CH3:32])[OH:33])=[O:34])[CH2:17]1. Reaction SMILES: [Cl:1][C:2]1[C:7]([CH2:8]Cl)=[C:6]([F:10])[CH:5]=[CH:4][CH:3]=1.[N-:11]=[N+:12]=[N-:13].[Na+]>CS(C)=O>[Cl:1][C:2]1[C:7]([CH2:8][N:11]=[N+:12]=[N-:13])=[C:6]([F:10])[CH:5]=[CH:4][CH:3]=1 |f:1.2|. Product: ClC1=CC=CC(=C1CN=[N+]=[N-])F (6-chloro-2-fluorobenzyl azide). Reported procedure: 123 g of (0.687 mole) of 6-chloro-2-fluorobenzyl chloride are added dropwise at 20°-40° C. to a suspension of 47 g (0.722 mole) of sodium azide in 400 ml of dimethylsulfoxide. The mixture is stirred for 4 hours at room temperature, then diluted with ice-water and extracted with cyclohexane. The solvent is removed by distillation and the residue is distilled, affording 6-chloro-2-fluorobenzyl azide; bp15 =99°-100° C. Solvent: CS(=O)C (dimethylsulfoxide), ice water. Conditions: time 4 hour. The reactants are ClC1=CC=CC(=C1CCl)F (6-chloro-2-fluorobenzyl chloride), [N-]=[N+]=[N-].[Na+] (sodium azide). As a reaction SMILES: Cl.[OH:2][C:3]1[CH:8]=[CH:7][C:6]([C:9]2[O:10][C:11]3[CH:34]=[CH:33][CH:32]=[CH:31][C:12]=3[C:13]=2[C:14]([C:16]2[CH:21]=[CH:20][C:19]([O:22][CH2:23][CH2:24][N:25]3[CH2:30][CH2:29][CH2:28][CH2:27][CH2:26]3)=[CH:18][CH:17]=2)=[O:15])=[CH:5][CH:4]=1>CO>[OH:2][C:3]1[CH:8]=[CH:7][C:6]([C:9]2[O:10][C:11]3[CH:34]=[CH:33][CH:32]=[CH:31][C:12]=3[C:13]=2[CH:14]([C:16]2[CH:17]=[CH:18][C:19]([O:22][CH2:23][CH2:24][N:25]3[CH2:26][CH2:27][CH2:28][CH2:29][CH2:30]3)=[CH:20][CH:21]=2)[OH:15])=[CH:5][CH:4]=1 |f:0.1|. Yield: 84.7%. Procedure: 2.0 g (4.23 mmol) of [2-(4-hydroxyphenyl)-benzofuran-3-yl][4-[2-(1-piperidinyl)ethoxy]phenyl] methanone hydrochloride was reduced to the carbinol using the method described in Example 1. This yielded 1.59 g of the title compound as an amorphous powder. The product is OC1=CC=C(C=C1)C=1OC2=C(C1C(O)C1=CC=C(C=C1)OCCN1CCCCC1)C=CC=C2 ([2-(4—Hydroxyphenyl)-benzofuran-3-yl][4-[2-(1-piperidinyl)ethoxy]phenyl]methanol). Reactants: Cl.OC1=CC=C(C=C1)C=1OC2=C(C1C(=O)C1=CC=C(C=C1)OCCN1CCCCC1)C=CC=C2 ([2-(4-hydroxyphenyl)-benzofuran-3-yl][4-[2-(1-piperidinyl)ethoxy]phenyl] methanone hydrochloride). The solvent is CO (carbinol).